This data is from the Open Reaction Database (ORD), a public repository of structured organic reaction records. The task is: describe an organic reaction: reactants, conditions, products, and yield Reactants: C(CCC)[C@]12[C@H](CC[C@H]2C2=C(CC1)C=1C=CC(=CC1CC2)OC)O (13-n-butyl-3-methoxygona-1,3,5(10), 8-tetraen-17β-ol), N (ammonia), [Cl-].[NH4+] (ammonium chloride), [Na] (sodium). Solvent: CCOCC (ether), NC1=CC=CC=C1 (aniline), O1CCCC1 (tetrahydrofuran), CO (methanol). Reaction conditions: time 12 hour. Yields the product C(CCC)[C@]12[C@H](CC[C@H]2[C@H]2[C@H](CC1)C=1C=CC(=CC1CC2)OC)O (13-n-Butyl-3-methoxygona-1,3,5(10)-trien-17β-ol). RXN SMILES: [CH2:1]([C@:5]12[CH2:13][CH2:12][C:11]3[C:14]4[CH:15]=[CH:16][C:17]([O:22][CH3:23])=[CH:18][C:19]=4[CH2:20][CH2:21][C:10]=3[C@@H:9]1[CH2:8][CH2:7][C@@H:6]2[OH:24])[CH2:2][CH2:3][CH3:4].N.[Na].[Cl-].[NH4+]>NC1C=CC=CC=1.O1CCCC1.CO.CCOCC>[CH2:1]([C@:5]12[CH2:13][CH2:12][C@@H:11]3[C:14]4[CH:15]=[CH:16][C:17]([O:22][CH3:23])=[CH:18][C:19]=4[CH2:20][CH2:21][C@H:10]3[C@@H:9]1[CH2:8][CH2:7][C@@H:6]2[OH:24])[CH2:2][CH2:3][CH3:4] |f:3.4,^1:25|. Procedure details: To 13-n-butyl-3-methoxygona-1,3,5(10), 8-tetraen-17β-ol (0.8 g.) in aniline (20 cc.) and tetrahydrofuran (10 cc.) add liquid ammonia (100 cc.), followed by sodium (0.8 g.) in small pieces during 5 minutes while stirring the mixture. After a further 15 minutes stirring, discharge the blue color with solid ammonium chloride. Work up the product with ether in the usual way, and evaporate the resulting ether solution to leave as residue a gum; take this up in hot methanol (10 cc.), filter a little i... Reactants: CCS, CCO, [H-], COc1ccc(C(=O)c2c(-c3ccc(OCCN4CCCC4)cc3)sc3ccccc23)cc1, [Na+], CN(C)C=O. Product: O=C(c1ccc(O)cc1)c1c(-c2ccc(OCCN3CCCC3)cc2)sc2ccccc12. Reaction SMILES: [CH2:41]([SH:42])[CH3:43].[CH3:44][CH2:45][OH:46].[H-:39].[N:6]1([CH2:11][CH2:12][O:13][c:14]2[cH:15][cH:16][c:17](-[c:20]3[s:21][c:22]4[c:23]([c:24]3[C:25]([c:26]3[cH:27][cH:28][c:29]([O:32][CH3:33])[cH:30][cH:31]3)=[O:34])[cH:35][cH:36][cH:37][cH:38]4)[cH:18][cH:19]2)[CH2:7][CH2:8][CH2:9][CH2:10]1.[Na+:40].[O:1]=[CH:2][N:3]([CH3:4])[CH3:5]>>[N:6]1([CH2:11][CH2:12][O:13][c:14]2[cH:15][cH:16][c:17](-[c:20]3[s:21][c:22]4[c:23]([c:24]3[C:25]([c:26]3[cH:27][cH:28][c:29]([OH:32])[cH:30][cH:31]3)=[O:34])[cH:35][cH:36][cH:37][cH:38]4)[cH:18][cH:19]2)[CH2:7][CH2:8][CH2:9][CH2:10]1. Starting materials: ClC([C@@H]1N2CCC[C@H]2C(O1)=O)(Cl)Cl ((2R,5S)-2-Trichloromethyl-1-aza-3-oxabicyclo[3.3.0]octan-4-one), IC (iodomethane), C(CCC)[Li] (n-Butyllithium), C(C)(C)NC(C)C (diisopropylamine). Run in O1CCCC1 (tetrahydrofuran), O (Water), O1CCCC1 (tetrahydrofuran). Reaction conditions: temperature 0 celsius, time 5 minute. The product is C[C@@]12C(O[C@@H](N2CCC1)C(Cl)(Cl)Cl)=O ((2R,5S)-5-Methyl-2-trichloromethyl-1-aza-3-oxabicyclo[3.3.0]octan-4-one). Isolated yield 63.4%. RXN SMILES: [CH2:1]([Li])[CH2:2][CH2:3][CH3:4].C(NC(C)C)(C)C.[Cl:13][C:14]([Cl:25])([Cl:24])[C@H:15]1[O:22][C:21](=[O:23])[C@H]2[N:16]1[CH2:17]CC2.IC>O1CCCC1.O>[CH3:4][C@@:3]12[CH2:2][CH2:1][CH2:17][N:16]1[C@@H:15]([C:14]([Cl:25])([Cl:24])[Cl:13])[O:22][C:21]2=[O:23]. Reported procedure: n-Butyllithium (1.31 M, 4.68 cm3, 6.14 mmol) was added dropwise to a stirred solution of diisopropylamine (0.86 cm3, 6.14 mmol) in dry tetrahydrofuran (10 cm3) at −78° C. under an atmosphere of nitrogen. The solution was stirred for 5 min, warmed to 0° C. and stirred for 15 min. The solution was added dropwise to a solution of oxazolidinone 7 (1.00 g, 4.09 mmol) in dry tetrahydrofuran (20 cm3) at −78° C. over 20 min (reaction mixture turned dark), stirred for a further 30 min then iodomethane (0... The reactants are C(C)(C)(C)OC(N[C@@H](CC1=CC(=CC(=C1)F)F)[C@H]1OC1)=O ((1S,2R)-[2-(3,5-Difluorophenyl)-1-oxiranylethyl]-carbamic acid tert-butyl ester), CC1(O[C@H]2[C@@H](N1C(CCC)=O)C=1C=CC=CC1C2)C (1-((3aS,8aR)-2,2-Dimethyl-8,8a-dihydro-3aH-indeno[1,2-d]oxazol-3-yl)-butan-1-one), [Li]CCCC (BuLi). Run in C1CCOC1 (THF). Run at temperature -78 celsius. The product is C(C)(C)(C)OC(N[C@H]([C@H](C[C@@H](CC)C(=O)N1C(O[C@H]2[C@@H]1C=1C=CC=CC1C2)(C)C)O)CC2=CC(=CC(=C2)F)F)=O ((1S,2S,4R)-[1-(3,5-Difluorobenzyl)-4-((3aS,8aR)-2,2-dimethyl-8,8a-dihydro-3aH-indeno[1,2-d]oxazole-3-carbonyl)-2-hydroxyhexyl]-carbamic acid tert-butyl ester). As a reaction SMILES: [C:1]([O:5][C:6](=[O:21])[NH:7][C@H:8]([C@@H:18]1[CH2:20][O:19]1)[CH2:9][C:10]1[CH:15]=[C:14]([F:16])[CH:13]=[C:12]([F:17])[CH:11]=1)([CH3:4])([CH3:3])[CH3:2].[CH3:22][C:23]1([CH3:40])[N:27]([C:28](=[O:32])[CH2:29][CH2:30][CH3:31])[C@H:26]2[C:33]3[CH:34]=[CH:35][CH:36]=[CH:37][C:38]=3[CH2:39][C@H:25]2[O:24]1.[Li]CCCC>C1COCC1>[C:1]([O:5][C:6](=[O:21])[NH:7][C@@H:8]([CH2:9][C:10]1[CH:15]=[C:14]([F:16])[CH:13]=[C:12]([F:17])[CH:11]=1)[C@@H:18]([OH:19])[CH2:20][C@H:29]([C:28]([N:27]1[C@H:26]2[C:33]3[CH:34]=[CH:35][CH:36]=[CH:37][C:38]=3[CH2:39][C@H:25]2[O:24][C:23]1([CH3:22])[CH3:40])=[O:32])[CH2:30][CH3:31])([CH3:4])([CH3:3])[CH3:2]. Procedure details: (1S,2S)-[2-(3,5-Difluorophenyl)-1-oxiranylethyl]-carbamic acid tert-butyl ester (VI, 113 mg) and 1-((3aS,8aR)-2,2-Dimethyl-8,8a-dihydro-3aH-indeno[1,2-d]oxazol-3-yl)-butan-1-one (VII, 94 mg) were combined in dry THF (3 mL), and cooled to −78° C. To this solution was added BuLi (2.5 M in hexanes, 0.32 mL) over 5 min., whereupon the solution was allowed to warm to 0° C. for 1.5 h. The reaction mixture was partitioned between 0.5 N HCl (4 mL) and 1:1 EtOAc/hexanes (2×4 mL). The combined organic lay... The reactants are C(C)(C)(C)C=1N=C(C2=C(N1)N(N=N2)CC2=C(C=CC=C2)Cl)N2CCOCC2 (5-tert-Butyl-3-(2-chloro-benzyl)-7-morpholin-4-yl-3H-[1,2,3]triazolo[4,5-d]pyrimidine), C(C)(C)(C)C=1N=C(C2=C(N1)N(N=N2)CC2=C(C=CC=C2)Cl)Cl (5-tert-butyl-7-chloro-3-(2-chlorobenzyl)-3H-[1,2,3]triazolo[4,5-d]pyrimidine), C(C(=O)O)(=O)O.C1OCC12CNCC2 (2-oxa-6-azaspiro[3.4]octane oxalate). Product: C(C)(C)(C)C=1N=C(C2=C(N1)N(N=N2)CC2=C(C=CC=C2)Cl)N2CC1(COC1)CC2 (5-tert-Butyl-3-(2-chloro-benzyl)-7-(2-oxa-6-aza-spiro[3.4]oct-6-yl)-3H-[1,2,3]triazolo[4,5-d]pyrimidine), gum. Yield: 13.0%. Reaction SMILES: C(C1N=C(N2CCOCC2)C2N=NN(CC3C=CC=CC=3Cl)C=2N=1)(C)(C)C.[C:28]([C:32]1[N:33]=[C:34](Cl)[C:35]2[N:40]=[N:39][N:38]([CH2:41][C:42]3[CH:47]=[CH:46][CH:45]=[CH:44][C:43]=3[Cl:48])[C:36]=2[N:37]=1)([CH3:31])([CH3:30])[CH3:29].C(O)(=O)C(O)=O.[CH2:56]1[C:59]2([CH2:63][CH2:62][NH:61][CH2:60]2)[CH2:58][O:57]1>>[C:28]([C:32]1[N:33]=[C:34]([N:61]2[CH2:62][CH2:63][C:59]3([CH2:56][O:57][CH2:58]3)[CH2:60]2)[C:35]2[N:40]=[N:39][N:38]([CH2:41][C:42]3[CH:47]=[CH:46][CH:45]=[CH:44][C:43]=3[Cl:48])[C:36]=2[N:37]=1)([CH3:31])([CH3:30])[CH3:29] |f:2.3|. Procedure details: In analogy to the procedure described for the synthesis of 5-tert-butyl-3-(2-chloro-benzyl)-7-morpholin-4-yl-3H-[1,2,3]triazolo[4,5-d]pyrimidine (example 1, step c), the title compound was prepared from 5-tert-butyl-7-chloro-3-(2-chlorobenzyl)-3H-[1,2,3]triazolo[4,5-d]pyrimidine and 2-oxa-6-azaspiro[3.4]octane oxalate and isolated as colorless gum (2.6 mg, 13%). MS (m/e): 413.4 (MH+). The reactants are [C]=O (carbon monoxide), C1(=CC=C(OC)C=C1)C(=O)C(O)C1=CC=C(OC)C=C1 (anisoin), [H][H] (Hydrogen), [H][H] (hydrogen), [C]=O (carbon monoxide). Conditions: temperature 200 celsius, time 1 hour. The reagents and catalysts are O.O.O.O.C(C)(=O)[O-].[Co+2].C(C)(=O)[O-] (cobalt(II) acetate tetrahydrate). Yields the product COC1=CC=C(C=C1)CCC1=CC=C(C=C1)OC (1,2-bis(4-methoxyphenyl)ethane). Reported procedure: The autoclave described in EXAMPLE 1 was employed. To this autoclave was charged 11.0 grams (0.040 mole) of anisoin, 2.0 grams (0.0080 mole) of cobalt(II) acetate tetrahydrate, and 70 milliliters of 1-butanol. The autoclave was thereafter charged to 1100 psig with carbon monoxide and heated, with stirring at 800 rpm, to 200° C. Hydrogen was then charged to the autoclave to a total pressure of 3800 psig for a hydrogen to carbon monoxide molar ratio of 2:1. The reaction was allowed to continue for... As a reaction SMILES: [C:1]1([C:9]([CH:11]([C:13]2[CH:20]=[CH:19][C:16]([O:17][CH3:18])=[CH:15][CH:14]=2)O)=O)[CH:8]=[CH:7][C:4]([O:5][CH3:6])=[CH:3][CH:2]=1.[C]=O.[H][H]>O.O.O.O.C([O-])(=O)C.[Co+2].C([O-])(=O)C.C(O)CCC>[CH3:18][O:17][C:16]1[CH:15]=[CH:14][C:13]([CH2:11][CH2:9][C:1]2[CH:2]=[CH:3][C:4]([O:5][CH3:6])=[CH:7][CH:8]=2)=[CH:20][CH:19]=1 |f:3.4.5.6.7.8.9,^3:20|. Solvent: C(CCC)O (1-butanol). The yield is 90.0%. Starting materials: ClCCl, CC(c1cc(C(C)(C)C)cc(C(C)(C)C)c1O)c1cc(C(C)(C)C)cc(C(C)(C)C)c1O, CC(c1ccccc1O)c1ccccc1O, Cl, F, N, CC1c2cc(C(C)(C)C)cc(C(C)(C)C)c2OP(Cl)Oc2c1cc(C(C)(C)C)cc2C(C)(C)C, [O-]P([O-])Cl, [O-]P([O-])F, c1ccncc1. Product: CC1c2cc(C(C)(C)C)cc(C(C)(C)C)c2OP(F)Oc2c1cc(C(C)(C)C)cc2C(C)(C)C. As a reaction SMILES: [CH2:94]([Cl:95])[Cl:96].[CH:1]([CH3:2])([c:3]1[c:4]([OH:17])[c:5]([C:13]([CH3:14])([CH3:15])[CH3:16])[cH:6][c:7]([C:9]([CH3:10])([CH3:11])[CH3:12])[cH:8]1)[c:18]1[c:19]([OH:32])[c:20]([C:28]([CH3:29])([CH3:30])[CH3:31])[cH:21][c:22]([C:24]([CH3:25])([CH3:26])[CH3:27])[cH:23]1.[CH:34]([c:35]1[cH:36][cH:37][cH:38][cH:39][c:40]1[OH:41])([c:42]1[cH:43][cH:44][cH:45][cH:46][c:47]1[OH:48])[CH3:49].[ClH:33].[FH:84].[NH3:93].[P:50]1([Cl:51])[O:52][c:53]2[c:54]([C:55]([CH3:56])([CH3:57])[CH3:58])[cH:59][c:60]([C:61]([CH3:62])([CH3:63])[CH3:64])[cH:65][c:66]2[CH:67]([CH3:68])[c:69]2[cH:70][c:71]([C:72]([CH3:73])([CH3:74])[CH3:75])[cH:76][c:77]([C:78]([CH3:79])([CH3:80])[CH3:81])[c:82]2[O:83]1.[P:85]([Cl:86])([O-:87])[O-:88].[P:89]([O-:90])([O-:91])[F:92].[cH:97]1[cH:98][cH:99][n:100][cH:101][cH:102]1>>[CH:1]1([CH3:2])[c:3]2[c:4]([c:5]([C:13]([CH3:14])([CH3:15])[CH3:16])[cH:6][c:7]([C:9]([CH3:10])([CH3:11])[CH3:12])[cH:8]2)[O:17][P:89]([F:92])[O:32][c:19]2[c:18]1[cH:23][c:22]([C:24]([CH3:25])([CH3:26])[CH3:27])[cH:21][c:20]2[C:28]([CH3:29])([CH3:30])[CH3:31].